This data is from the Open Reaction Database (ORD), a public repository of structured organic reaction records. The task is: describe an organic reaction: reactants, conditions, products, and yield Reactants: COC(=O)C=1C2=C(N(C1)C(=O)OC(C)(C)C)CCCC(C2=O)Br (5-Bromo-4-oxo-5,6,7,8-tetrahydro-4-H-cyclohepta[b]pyrrole-1,3-dicarboxylic acid 1-tert-butyl ester 3-methyl ester), C(C)(=S)N (Thioacetamide). Solvent: CO (MeOH). Product: COC(=O)C1=CNC=2CCCC3=C(C12)N=C(S3)C (2-Methyl-4,5,6,7-tetrahydro-3-thia-1,7-diaza-cyclopenta[e]azulene-9-carboxylic acid methyl ester). Isolated yield 64.1%. RXN SMILES: [CH3:1][O:2][C:3]([C:5]1[C:6]2[C:21](=O)[CH:20](Br)[CH2:19][CH2:18][CH2:17][C:7]=2[N:8](C(OC(C)(C)C)=O)[CH:9]=1)=[O:4].[C:24]([NH2:27])(=[S:26])[CH3:25]>CO>[CH3:1][O:2][C:3]([C:5]1[C:6]2[C:21]3[N:27]=[C:24]([CH3:25])[S:26][C:20]=3[CH2:19][CH2:18][CH2:17][C:7]=2[NH:8][CH:9]=1)=[O:4]. Reported procedure: A mixture of 5-Bromo-4-oxo-5,6,7,8-tetrahydro-4-H-cyclohepta[b]pyrrole-1,3-dicarboxylic acid 1-tert-butyl ester 3-methyl ester(880 mg, 2.27 mmol) and Thioacetamide(426 mg, 4.54 mmol) in MeOH(20 mL) is refluxed for 20 h and concentrated in vacuo. The residue is purified by flash chromatography on silica gel (50% EtOAc/Hex to 10% MeOH/CH2Cl2) to yield 382 mg of 2-Methyl-4,5,6,7-tetrahydro-3-thia-1,7-diaza-cyclopenta[e]azulene-9-carboxylic acid methyl ester as a yellow foam(64%). 1H NMR (CD3OD) 2.1... RXN SMILES: [C:1]([CH3:2])([CH3:3])([CH3:4])[Si:5]([CH3:6])([CH3:7])[Cl:8].[C:26](=[O:27])([O-:28])[O-:29].[CH2:38]1[O:39][CH2:40][CH2:41][CH2:42]1.[K+:30].[K+:31].[O:32]=[CH:33][N:34]([CH3:35])[CH3:36].[OH2:37].[OH:14][CH2:15][CH2:16][c:17]1[cH:18][cH:19][c:20]([CH2:22][C:23](=[O:24])[OH:25])[s:21]1.[nH:9]1[cH:10][cH:11][n:12][cH:13]1>>[C:1]([CH3:2])([CH3:3])([CH3:4])[Si:5]([CH3:6])([CH3:7])[O:24][CH2:23][CH2:22][c:20]1[cH:19][cH:18][c:17]([CH2:16][CH2:15][OH:14])[s:21]1. The product is CC(C)(C)[Si](C)(C)OCCc1ccc(CCO)s1. The reactants are CC(C)(C)[Si](C)(C)Cl, O=C([O-])[O-], C1CCOC1, [K+], [K+], CN(C)C=O, O, O=C(O)Cc1ccc(CCO)s1, c1c[nH]cn1. Reactants: CC(CN1CCNCC1)N1N=CC(=C1)C=1C2=C(N=CN1)N(C=C2)COCC[Si](C)(C)C (4-[1-(1-methyl-2-piperazin-1-ylethyl)-1H-pyrazol-4-yl]-7-{[2-(trimethylsilyl)ethoxy]methyl}-7H-pyrrolo[2,3-d]pyrimidine), ClC1=CC=C(S1)S(=O)(=O)Cl (5-chlorothiophene-2-sulfonyl chloride). The product is ClC1=CC=C(S1)S(=O)(=O)N1CCN(CC1)CC(C)N1N=CC(=C1)C=1C2=C(N=CN1)NC=C2 (4-[1-(2-{4-[(5-chloro-2-thienyl)sulfonyl]piperazin-1-yl}-1-methylethyl)-1H-pyrazol-4-yl]-7H-pyrrolo[2,3-d]pyrimidine). Reaction SMILES: [CH3:1][CH:2]([N:10]1[CH:14]=[C:13]([C:15]2[C:16]3[CH:23]=[CH:22][N:21](COCC[Si](C)(C)C)[C:17]=3[N:18]=[CH:19][N:20]=2)[CH:12]=[N:11]1)[CH2:3][N:4]1[CH2:9][CH2:8][NH:7][CH2:6][CH2:5]1.[Cl:32][C:33]1[S:37][C:36]([S:38](Cl)(=[O:40])=[O:39])=[CH:35][CH:34]=1>>[Cl:32][C:33]1[S:37][C:36]([S:38]([N:7]2[CH2:6][CH2:5][N:4]([CH2:3][CH:2]([N:10]3[CH:14]=[C:13]([C:15]4[C:16]5[CH:23]=[CH:22][NH:21][C:17]=5[N:18]=[CH:19][N:20]=4)[CH:12]=[N:11]3)[CH3:1])[CH2:9][CH2:8]2)(=[O:40])=[O:39])=[CH:35][CH:34]=1. Procedure details: This compound was prepared according to the procedure of Example 92, using 4-[1-(1-methyl-2-piperazin-1-ylethyl)-1H-pyrazol-4-yl]-7-{[2-(trimethylsilyl)ethoxy]methyl}-7H-pyrrolo[2,3-d]pyrimidine and 5-chlorothiophene-2-sulfonyl chloride as the starting materials. 1H NMR (300 MHz, DMSO-D6): δ 12.05 (s, 1H); 8.62 (s, 1H); 8.60 (s, 1H); 8.22 (s, 1H); 7.54 (d, 1H); 7.48 (d, 1H); 7.28 (d, 1H); 6.90 (d, 1H); 4.63 (m, 1H); 2.85 (m, 5H); 2.61 (m, 3H); 2.41 (m, 2H); 1.41 (d, 3H); LCMS calculated for C20H... Starting materials: C=Cc1ccccc1, CC(=O)N(C)[SiH](C)C, Cc1ccccc1, C[SiH](C)Cl, [Pt]. Yields the product C[Si](C)(Cl)CCc1ccccc1. Reaction SMILES: [CH2:1]=[CH:2][c:3]1[cH:4][cH:5][cH:6][cH:7][cH:8]1.[CH3:13][SiH:14]([CH3:15])[N:16]([CH3:17])[C:18](=[O:19])[CH3:20].[CH3:22][c:23]1[cH:24][cH:25][cH:26][cH:27][cH:28]1.[CH3:9][SiH:10]([Cl:11])[CH3:12].[Pt:21]>>[CH2:1]([CH2:2][c:3]1[cH:4][cH:5][cH:6][cH:7][cH:8]1)[Si:10]([CH3:9])([Cl:11])[CH3:12]. As a reaction SMILES: Cl.[Cl:2][C:3]1[CH:8]=[C:7]([C:9]2[CH:14]=[CH:13][CH:12]=[C:11]([Cl:15])[CH:10]=2)[N:6]=[C:5]2[CH2:16][CH2:17][CH2:18][C:4]=12.[NH2:19][C:20]1[CH:29]=[CH:28][C:23]([C:24]([O:26][CH3:27])=[O:25])=[CH:22][CH:21]=1>>[ClH:2].[Cl:15][C:11]1[CH:10]=[C:9]([C:7]2[N:6]=[C:5]3[CH2:16][CH2:17][CH2:18][C:4]3=[C:3]([NH:19][C:20]3[CH:21]=[CH:22][C:23]([C:24]([O:26][CH3:27])=[O:25])=[CH:28][CH:29]=3)[CH:8]=2)[CH:14]=[CH:13][CH:12]=1 |f:0.1,3.4|. The reactants are Cl.ClC1=C2C(=NC(=C1)C1=CC(=CC=C1)Cl)CCC2 (4-chloro-2-(3-chlorophenyl)-6,7-dihydro-5H-cyclopenta[b]pyridine hydrochloride), NC1=CC=C(C(=O)OC)C=C1 (methyl 4-aminobenzoate), hydrochloride salt. Isolated yield 73.0%. Yields the product Cl.ClC=1C=C(C=CC1)C1=CC(=C2C(=N1)CCC2)NC2=CC=C(C(=O)OC)C=C2 (Methyl 4-((2-(3-chlorophenyl)-6,7-dihydro-5H-cyclopenta[b]pyridin-4-yl)amino)benzoate hydrochloride). Procedure: Following general procedure B1, 4-chloro-2-(3-chlorophenyl)-6,7-dihydro-5H-cyclopenta[b]pyridine hydrochloride (0.100 g, 0.33 mmol) was reacted with methyl 4-aminobenzoate (0.055 g, 0.36 mmol), followed by formation of the hydrochloride salt to afford the title compound (0.100 g, 80%) as a white solid. MW=415.31. 1H NMR (DMSO-d6, 500 MHz) δ 9.94 (s, 1H), 8.05 (d, J=8.5 Hz, 2H), 7.98-7.96 (m, 1H), 7.81-7.77 (m, 1H), 7.68-7.64 (m, 1H), 7.60 (t, J=7.5 Hz, 1H), 7.55 (d, J=8.5 Hz, 2H), 7.33 (s, 1H), ... The reactants are Cl (hydrochloride), Cl[Si](C)(C)C (chlorotrimethylsilane), white solid, O(C1=CC=CC=C1)CCCC(=O)Cl (4-phenoxybutyryl chloride), CN(C1(CCC(CC1)NC(CCCOC1=CC=CC=C1)=O)C1=CC=CC=C1)C (N-(4-dimethylamino-4-phenylcyclohexyl)-4-phenoxybutyramide), CN(C1(CCC(CC1)N)C1=CC=CC=C1)C (N,N-dimethyl-1-phenylcyclohexane-1,4-diamine). Solvent: C(C)(=O)OCC (ethyl acetate), O (water), C(C)OCC (diethyl ether), C(C)OCC.CO (diethyl ether methanol), CC(CC)=O (2-butanone). Yields the product Cl.CN(C1(CCC(CC1)NC(CCCOC1=CC=CC=C1)=O)C1=CC=CC=C1)C (N-(4-Dimethylamino-4-phenylcyclohexyl)-4-phenoxybutyramide hydrochloride). As a reaction SMILES: CN(C)C1(C2C=CC=CC=2)CCC(N)CC1.O(CCCC([Cl:29])=O)C1C=CC=CC=1.[CH3:30][N:31]([CH3:57])[C:32]1([C:51]2[CH:56]=[CH:55][CH:54]=[CH:53][CH:52]=2)[CH2:37][CH2:36][CH:35]([NH:38][C:39](=[O:50])[CH2:40][CH2:41][CH2:42][O:43][C:44]2[CH:49]=[CH:48][CH:47]=[CH:46][CH:45]=2)[CH2:34][CH2:33]1.Cl.Cl[Si](C)(C)C>CC(=O)CC.C(OCC)(=O)C.O.C(OCC)C.CO.C(OCC)C>[ClH:29].[CH3:57][N:31]([CH3:30])[C:32]1([C:51]2[CH:56]=[CH:55][CH:54]=[CH:53][CH:52]=2)[CH2:33][CH2:34][CH:35]([NH:38][C:39](=[O:50])[CH2:40][CH2:41][CH2:42][O:43][C:44]2[CH:49]=[CH:48][CH:47]=[CH:46][CH:45]=2)[CH2:36][CH2:37]1 |f:8.9,11.12|. Procedure: As described for Example 235, a cis/trans mixture of N,N-dimethyl-1-phenylcyclohexane-1,4-diamine (800 mg) was reacted with 0.95 mg 4-phenoxybutyryl chloride and the crude product (1.48 g) was isolated analogously. By chromatography on silica gel (3.0×19 cm) with 100 ml diethyl ether followed by 400 ml diethyl ether/methanol (v:v=2:1), 450 mg of the more polar diastereoisomer of N-(4-dimethylamino-4-phenylcyclohexyl)-4-phenoxybutyramide were obtained and, as a solution in 5 ml 2-butanone and 5 m... Starting materials: C(CCC)C=1N(C(N(N1)C1=C(C=CC=C1)C(F)(F)F)=O)CC1=CC=C(C=C1)C(=O)OC (5-n-butyl-2,4-dihydro-4-[4-(methoxycarbonyl)benzyl]-2-[2-(trifluoromethyl)phenyl]-3H-1,2,4-triazol-3-one), [OH-].[Na+] (sodium hydroxide). Solvent: C1CCOC1 (THF), CO (methanol). Run at temperature 60 celsius, time 8 hour. The product is C(CCC)C=1N(C(N(N1)C1=C(C=CC=C1)C(F)(F)F)=O)CC1=CC=C(C=C1)C(=O)O (5-n-Butyl-4-(4-carboxybenzyl)-2,4-dihydro-2-[2-(trifluoromethyl)phenyl]-3H-1,2,4-triazol-3-one). Isolated yield 95.0%. Reaction SMILES: [CH2:1]([C:5]1[N:6]([CH2:21][C:22]2[CH:27]=[CH:26][C:25]([C:28]([O:30]C)=[O:29])=[CH:24][CH:23]=2)[C:7](=[O:20])[N:8]([C:10]2[CH:15]=[CH:14][CH:13]=[CH:12][C:11]=2[C:16]([F:19])([F:18])[F:17])[N:9]=1)[CH2:2][CH2:3][CH3:4].[OH-].[Na+]>C1COCC1.CO>[CH2:1]([C:5]1[N:6]([CH2:21][C:22]2[CH:23]=[CH:24][C:25]([C:28]([OH:30])=[O:29])=[CH:26][CH:27]=2)[C:7](=[O:20])[N:8]([C:10]2[CH:15]=[CH:14][CH:13]=[CH:12][C:11]=2[C:16]([F:19])([F:17])[F:18])[N:9]=1)[CH2:2][CH2:3][CH3:4] |f:1.2|. Procedure details: A solution of 25 mg (0.0577 mmole) of 5-n-butyl-2,4-dihydro-4-[4-(methoxycarbonyl)benzyl]-2-[2-(trifluoromethyl)phenyl]-3H-1,2,4-triazol-3-one (from Example 26) in 0.25 mL of THF was treated with 0.25 mL of 1N sodium hydroxide in methanol, and the resulting solution was stirred overnight at 60° C. Volatiles were removed by evaporation, and the residue was taken up in 1 mL of methanol and acidified to pH 1.5 by addition of 1N HCl in methanol. The mixture was concentrated to dryness. The residue w... Starting materials: O=C1CCCC=2C=CC=C(C12)C(=O)O (8-oxo-5,6,7,8-tetrahydronaphthalene-1-carboxylic acid), OS(=O)(=O)O (H2SO4), C(O)([O-])=O.[Na+] (sodium hydrogencarbonate). Run in CO (methanol). The product is O=C1CCCC=2C=CC=C(C12)C(=O)OC (Methyl 8-oxo-5,6,7,8-tetrahydronaphthalene-1-carboxylate). RXN SMILES: [O:1]=[C:2]1[C:11]2[C:10]([C:12]([OH:14])=[O:13])=[CH:9][CH:8]=[CH:7][C:6]=2[CH2:5][CH2:4][CH2:3]1.OS(O)(=O)=O.[C:20](=O)([O-])O.[Na+]>CO>[O:1]=[C:2]1[C:11]2[C:10]([C:12]([O:14][CH3:20])=[O:13])=[CH:9][CH:8]=[CH:7][C:6]=2[CH2:5][CH2:4][CH2:3]1 |f:2.3|. Procedure: A solution of 3.466 g of 8-oxo-5,6,7,8-tetrahydronaphthalene-1-carboxylic acid in 30 ml of methanol is admixed with 1.850 ml of conc. H2SO4 and the reaction solution is subsequently heated to reflux over 18 hours. The reaction solution is subsequently cooled and poured onto 200 ml of saturated aqueous sodium hydrogencarbonate solution and extracted with 2×200 ml of ethyl acetate. The combined organic phases are washed with 150 ml of saturated aqueous sodium hydrogencarbonate solution and 150 ml ...